From a dataset of the Open Reaction Database (ORD), a public repository of structured organic reaction records. describe an organic reaction: reactants, conditions, products, and yield The reactants are OC=1C=C2C(=CN(C2=CC1)CCCCC)C(=O)C1=CC=CC2=CC=CC=C12 (5-hydroxy-3-(1-naphthoyl)-N-pentyl-1H-indole), C(=O)(C(F)(F)F)O (TFA). Solvent: ClCCl (dichloromethane). Conditions: time 3 hour. Yields the product C(=O)(O)COC=1C=C2C(=CN(C2=CC1)CCCCC)C(=O)C1=CC=CC2=CC=CC=C12 (5-carboxymethoxy-3-(1-naphthoyl)-N-pentyl-1H-indole). Reaction SMILES: [OH:1][C:2]1[CH:3]=[C:4]2[C:8](=[CH:9][CH:10]=1)[N:7]([CH2:11][CH2:12][CH2:13][CH2:14][CH3:15])[CH:6]=[C:5]2[C:16]([C:18]1[C:27]2[C:22](=[CH:23][CH:24]=[CH:25][CH:26]=2)[CH:21]=[CH:20][CH:19]=1)=[O:17].[C:28]([OH:34])([C:30](F)(F)F)=[O:29]>ClCCl>[C:28]([CH2:30][O:1][C:2]1[CH:3]=[C:4]2[C:8](=[CH:9][CH:10]=1)[N:7]([CH2:11][CH2:12][CH2:13][CH2:14][CH3:15])[CH:6]=[C:5]2[C:16]([C:18]1[C:27]2[C:22](=[CH:23][CH:24]=[CH:25][CH:26]=2)[CH:21]=[CH:20][CH:19]=1)=[O:17])([OH:34])=[O:29]. Reported procedure: To a solution of 7 (3.0 g, 6 4 mmol) in dichloromethane (50 ml) was added TFA (25 ml) and the mixture was stirred at room temperature for 3 h. The mixture was evaporated to dryness and the crude obtained was purified by chromatography on silica-gel using 5% methanol in chloroform to give Hapten-B (2.1 g, 79%). Reactants: CC(C(=O)O)CCCC (2-methylhexanoic acid), S(O)(O)(=O)=O (sulfuric acid), CO (methanol). Run in O (water). Reaction conditions: temperature 50 celsius. The product is CC(C(=O)OC)CCCC (methyl 2-methylhexanoate). Yield: 93.0%. As a reaction SMILES: [CH3:1][CH:2]([CH2:6][CH2:7][CH2:8][CH3:9])[C:3]([OH:5])=[O:4].S(=O)(=O)(O)O.[CH3:15]O>O>[CH3:1][CH:2]([CH2:6][CH2:7][CH2:8][CH3:9])[C:3]([O:5][CH3:15])=[O:4]. Procedure: A solution of 2-methylhexanoic acid (20 g, 153 mmol) in methanol (500 mL) was treated with concentrated sulfuric acid (8.0 mL) and heated to 50° C. for 16 h. The reaction was diluted with water and extracted with ether. The combined organic layers were dried and concentrated to afford 20.57 g (93%) of methyl 2-methylhexanoate as a colorless liquid. The reactants are C(C)OC(C(=O)OCC)CC1=CC=C(C=C1)O (ethyl 2-ethoxy-3-(4-hydroxyphenyl)-propionate), N(=NC(=O)OCC)C(=O)OCC (Diethyl azodicarboxylate), C1(=CC=CC=C1)P(C1=CC=CC=C1)C1=CC=CC=C1 (triphenylphosphine), C1=CC=CC=2OCC3=C(C(C21)=C(CC)O)C=CC=C3 (6H-dibenzo[b,e]oxepin-11-ylidene1-propanol). Run in C1CCOC1 (THF), C1CCOC1 (THF), O (water). Conditions: time 18 hour. Product: C1=CC=CC=2OCC3=C(C(C21)=CCCOC2=CC=C(C=C2)CC(C(=O)OCC)OCC)C=CC=C3 (Ethyl 3-{4-[3-(6H-dibenzo[b,e]oxepin-11-ylidene)-propoxy]-phenyl}-2-ethoxy-propionate). Reaction SMILES: N(C(OCC)=O)=NC(OCC)=O.C1(P(C2C=CC=CC=2)C2C=CC=CC=2)C=CC=CC=1.[CH:32]1[C:42]2[C:41](=[C:43](O)[CH2:44][CH3:45])[C:40]3[CH:47]=[CH:48][CH:49]=[CH:50][C:39]=3[CH2:38][O:37][C:36]=2[CH:35]=[CH:34][CH:33]=1.[CH2:51]([O:53][CH:54]([CH2:60][C:61]1[CH:66]=[CH:65][C:64]([OH:67])=[CH:63][CH:62]=1)[C:55]([O:57][CH2:58][CH3:59])=[O:56])[CH3:52]>C1COCC1.O>[CH:32]1[C:42]2[C:41](=[CH:43][CH2:44][CH2:45][O:67][C:64]3[CH:63]=[CH:62][C:61]([CH2:60][CH:54]([O:53][CH2:51][CH3:52])[C:55]([O:57][CH2:58][CH3:59])=[O:56])=[CH:66][CH:65]=3)[C:40]3[CH:47]=[CH:48][CH:49]=[CH:50][C:39]=3[CH2:38][O:37][C:36]=2[CH:35]=[CH:34][CH:33]=1. Procedure details: Diethyl azodicarboxylate (0.235 ml, 1.49 mmol) was added at 0° C. to a stirred solution of triphenylphosphine (0.392 g, 1.49 mmol) and 3-(6H-dibenzo[b,e]oxepin-11-ylidene1-propanol (0.252 g, 1.0 mmol) in dry THF (5 ml) and the mixture stirred for 5 min. A solution of ethyl 2-ethoxy-3-(4-hydroxyphenyl)-propionate (0.356 g, 1.49 mmol) in dry THF (5 ml) was then added, the mixture allowed to warm to room temperature, and stirring continued for 18 h. The resulting mixture was treated with water (50 ... Reactants: II (Iodine), [Si](C)(C)(C(C)(C)C)N1C(C[C@@H]1CO)=O (1-(tert-butyldimethylsilyl)-4(R)-(hydroxymethyl)azetidin-2-one), C1=CC=C(C=C1)P(C2=CC=CC=C2)C3=CC=CC=C3 (Ph3P), N1C=NC=C1 (imidazole). The solvent is CC#N (MeCN). Conditions: time 4 day. Yields the product [Si](C)(C)(C(C)(C)C)N1C(C[C@@H]1CI)=O (1-(tert-butyldimethylsilyl)-4(R)-(iodomethyl)azetidin-2-one). Isolated yield 80.2%. Reaction SMILES: [I:1]I.[Si:3]([N:10]1[C@@H:13]([CH2:14]O)[CH2:12][C:11]1=[O:16])([C:6]([CH3:9])([CH3:8])[CH3:7])([CH3:5])[CH3:4].C1C=CC(P(C2C=CC=CC=2)C2C=CC=CC=2)=CC=1.N1C=CN=C1>CC#N>[Si:3]([N:10]1[C@@H:13]([CH2:14][I:1])[CH2:12][C:11]1=[O:16])([C:6]([CH3:9])([CH3:8])[CH3:7])([CH3:5])[CH3:4]. Procedure: Iodine (4.25 g, 16.7 mmol) was added to a solution of 1-(tert-butyldimethylsilyl)-4(R)-(hydroxymethyl)azetidin-2-one (2.25 g, 10.47 mmol), Ph3P (5.48 g, 20.93 mmol) and imidazole (1.64 g, 24.07 mmol) in MeCN (100 mL) at 0°. After stirring at room temperature for four days, the mixture was concentrated and suspended in EtOAc-hexane (1:1). The suspension was filtered through a silica gel pad and washed with EtOAc-hexane (1:1). Concentration of the filtrate and purification by flash chromatography ...